From a dataset of the Open Reaction Database (ORD), a public repository of structured organic reaction records. describe an organic reaction: reactants, conditions, products, and yield The reactants are CCOC(=O)C (EtOAc), BrC=1SC2=C(N1)C=C(C(=C2C2=CC=C(C=C2)Cl)[C@@H](C(=O)OC)OC(C)(C)C)C ((S)-methyl 2-(2-bromo-7-(4-chlorophenyl)-5-methylbenzo[d]thiazol-6-yl)-2-tert-butoxyacetate), ClC1=NC(=CC=C1)[Sn](CCCC)(CCCC)CCCC (2-chloro-6-(tributylstannyl)pyridine), [Cl-].[Li+] (lithium chloride). Reagents/catalysts: C=1C=CC(=CC1)[P](C=2C=CC=CC2)(C=3C=CC=CC3)[Pd]([P](C=4C=CC=CC4)(C=5C=CC=CC5)C=6C=CC=CC6)([P](C=7C=CC=CC7)(C=8C=CC=CC8)C=9C=CC=CC9)[P](C=1C=CC=CC1)(C=1C=CC=CC1)C=1C=CC=CC1 (tetrakis(triphenylphosphine)palladium), [Cu]I (copper (I) iodide). Solvent: [Cl-].[Na+].O (Brine), CN(C)C=O (DMF). Conditions: temperature 95 celsius, time 4 hour. Yields the product C(C)(C)(C)O[C@H](C(=O)OC)C1=C(C2=C(N=C(S2)C2=NC(=CC=C2)Cl)C=C1C)C1=CC=C(C=C1)Cl ((S)-methyl 2-tert-butoxy-2-(7-(4-chlorophenyl)-2-(6-chloropyridin-2-yl)-5-methylbenzo[d]thiazol-6-yl)acetate). RXN SMILES: Br[C:2]1[S:3][C:4]2[C:10]([C:11]3[CH:16]=[CH:15][C:14]([Cl:17])=[CH:13][CH:12]=3)=[C:9]([C@H:18]([O:23][C:24]([CH3:27])([CH3:26])[CH3:25])[C:19]([O:21][CH3:22])=[O:20])[C:8]([CH3:28])=[CH:7][C:5]=2[N:6]=1.[Cl:29][C:30]1[CH:35]=[CH:34][CH:33]=[C:32]([Sn](CCCC)(CCCC)CCCC)[N:31]=1.[Cl-].[Li+].CCOC(C)=O>CN(C=O)C.[Cl-].[Na+].O.C1C=CC([P]([Pd]([P](C2C=CC=CC=2)(C2C=CC=CC=2)C2C=CC=CC=2)([P](C2C=CC=CC=2)(C2C=CC=CC=2)C2C=CC=CC=2)[P](C2C=CC=CC=2)(C2C=CC=CC=2)C2C=CC=CC=2)(C2C=CC=CC=2)C2C=CC=CC=2)=CC=1.[Cu]I>[C:24]([O:23][C@@H:18]([C:9]1[C:8]([CH3:28])=[CH:7][C:5]2[N:6]=[C:2]([C:32]3[CH:33]=[CH:34][CH:35]=[C:30]([Cl:29])[N:31]=3)[S:3][C:4]=2[C:10]=1[C:11]1[CH:16]=[CH:15][C:14]([Cl:17])=[CH:13][CH:12]=1)[C:19]([O:21][CH3:22])=[O:20])([CH3:27])([CH3:26])[CH3:25] |f:2.3,6.7.8,^1:68,70,89,108|. Procedure details: To a solution of (S)-methyl 2-(2-bromo-7-(4-chlorophenyl)-5-methylbenzo[d]thiazol-6-yl)-2-tert-butoxyacetate (241.41 mg, 0.5 mmol) in DMF (2 mL) was added 2-chloro-6-(tributylstannyl)pyridine (241.55 mg, 0.6 mmol), tetrakis(triphenylphosphine)palladium (28.89 mg, 0.03 mmol), copper (I) iodide (9.52 mg, 0.05 mmol), and lithium chloride (21.2 mg, 0.5 mmol). The reaction mixture was stirred at 95° C. for 4 h. Brine was added (5 mL) and EtOAc (10 mL). The layers were separated, and the organic layer...